From a dataset of the Open Reaction Database (ORD), a public repository of structured organic reaction records. describe an organic reaction: reactants, conditions, products, and yield As a reaction SMILES: [CH2:26]([CH3:27])[c:28]1[o:29][cH:30][cH:31][c:32](=[O:35])[c:33]1[OH:34].[CH3:42][N:43]([CH3:44])[CH:45]=[O:46].[Cl:1][c:2]1[n:3][c:4]([NH:18][CH:19]2[CH2:20][CH2:21][CH2:22][CH2:23][CH2:24][CH2:25]2)[n:5][c:6]([NH:8][c:9]2[cH:10][c:11]([Cl:17])[c:12]([O:15][CH3:16])[cH:13][cH:14]2)[n:7]1.[K+:36].[K+:37].[O-:38][C:39]([O-:40])=[O:41].[OH2:47]>>[c:2]1([O:34][c:33]2[c:28]([CH2:26][CH3:27])[o:29][cH:30][cH:31][c:32]2=[O:35])[n:3][c:4]([NH:18][CH:19]2[CH2:20][CH2:21][CH2:22][CH2:23][CH2:24][CH2:25]2)[n:5][c:6]([NH:8][c:9]2[cH:10][c:11]([Cl:17])[c:12]([O:15][CH3:16])[cH:13][cH:14]2)[n:7]1. The reactants are CCc1occc(=O)c1O, CN(C)C=O, COc1ccc(Nc2nc(Cl)nc(NC3CCCCCC3)n2)cc1Cl, [K+], [K+], O=C([O-])[O-], O. The product is CCc1occc(=O)c1Oc1nc(Nc2ccc(OC)c(Cl)c2)nc(NC2CCCCCC2)n1.